This data is from the Open Reaction Database (ORD), a public repository of structured organic reaction records. The task is: describe an organic reaction: reactants, conditions, products, and yield Starting materials: CC(C=O)C (2-Methylpropanal), C(CC)(=O)Cl (Propanoyl chloride), C=C (ethene), [Cl-].[Al+3].[Cl-].[Cl-] (Aluminium chloride). Reagents/catalysts: C1(=CC=C(C=C1)S(=O)(=O)O)C (para-toluenesulphonic acid). Run in O (water), O (water), ClCCCl (1,2-dichloroethane). Conditions: temperature 0 celsius, time 30 minute. The product is CC=1C(CCC(C1)(C)C)=O (2,4,4-trimethylcyclohex-2-en-1-one). Isolated yield 72.4%. As a reaction SMILES: [Cl-].[Al+3].[Cl-].[Cl-].[C:5](Cl)(=[O:8])[CH2:6][CH3:7].[CH2:10]=[CH2:11].[CH3:12][CH:13]([CH3:16])[CH:14]=O>C1(C)C=CC(S(O)(=O)=O)=CC=1.O.ClCCCl>[CH3:10][C:11]1[C:5](=[O:8])[CH2:6][CH2:7][C:13]([CH3:16])([CH3:14])[CH:12]=1 |f:0.1.2.3|. Reported procedure: Aluminium chloride (60.6 g, 0.454 moles) Was added to 1,2-dichloroethane (200 ml) and the mixture cooled to about 0° C. Propanoyl chloride (40 g, 0.432 moles) was then added over a period of 20 minutes and the temperature of the reaction mixture allowed to rise to 20° C. to give a clear pale orange solution. This solution was stirred for 30 minutes and ethene (12 g, 0.432 moles) was then bubbled into the solution over a period of about 11/2 hours. The mixture was then quenched in a mixture of co... Reactants: COc1ccc(-c2cc(CCC=O)nn2-c2ccccc2)cc1, CCN(C(C)C)C(C)C, Fc1ccc(C(c2ccc(F)cc2)N2CCNCC2)cc1. Product: COc1ccc(-c2cc(CCCN3CCN(C(c4ccc(F)cc4)c4ccc(F)cc4)CC3)nn2-c2ccccc2)cc1. RXN SMILES: [CH3:1][O:2][c:3]1[cH:4][cH:5][c:6](-[c:9]2[cH:10][c:11]([CH2:20][CH2:21][CH:22]=[O:23])[n:12][n:13]2-[c:14]2[cH:15][cH:16][cH:17][cH:18][cH:19]2)[cH:7][cH:8]1.[CH:45]([N:46]([CH2:47][CH3:48])[CH:49]([CH3:50])[CH3:51])([CH3:52])[CH3:53].[F:24][c:25]1[cH:26][cH:27][c:28]([CH:31]([N:32]2[CH2:33][CH2:34][NH:35][CH2:36][CH2:37]2)[c:38]2[cH:39][cH:40][c:41]([F:44])[cH:42][cH:43]2)[cH:29][cH:30]1>>[CH3:1][O:2][c:3]1[cH:4][cH:5][c:6](-[c:9]2[cH:10][c:11]([CH2:20][CH2:21][CH2:22][N:35]3[CH2:34][CH2:33][N:32]([CH:31]([c:28]4[cH:27][cH:26][c:25]([F:24])[cH:30][cH:29]4)[c:38]4[cH:39][cH:40][c:41]([F:44])[cH:42][cH:43]4)[CH2:37][CH2:36]3)[n:12][n:13]2-[c:14]2[cH:15][cH:16][cH:17][cH:18][cH:19]2)[cH:7][cH:8]1. The reactants are COC(C1=CC=C(C=C1)C=1OC2=C(C1)C=C(C=C2)OC)=O (4-(5-Methoxy-benzofuran-2-yl)-benzoic acid methyl ester), Cl.N1=CC=CC=C1 (Pyridine HCl), O (water). Run in CCOC(=O)C (EtOAc). Run at temperature 200 celsius, time 2 hour. Product: OC=1C=CC2=C(C=C(O2)C2=CC=C(C(=O)O)C=C2)C1 (4-(5-Hydroxy-benzofuran-2-yl)-benzoic acid). The yield is 45.9%. As a reaction SMILES: C[O:2][C:3](=[O:21])[C:4]1[CH:9]=[CH:8][C:7]([C:10]2[O:11][C:12]3[CH:18]=[CH:17][C:16]([O:19]C)=[CH:15][C:13]=3[CH:14]=2)=[CH:6][CH:5]=1.Cl.N1C=CC=CC=1.O>CCOC(C)=O>[OH:19][C:16]1[CH:17]=[CH:18][C:12]2[O:11][C:10]([C:7]3[CH:8]=[CH:9][C:4]([C:3]([OH:21])=[O:2])=[CH:5][CH:6]=3)=[CH:14][C:13]=2[CH:15]=1 |f:1.2|. Reported procedure: A mixture of 4-(5-Methoxy-benzofuran-2-yl)-benzoic acid methyl ester (0.5 g, 1.8 mmol) and Pyridine HCl (5 g) was heated to 200° C. After 2 hr, the reaction was cooled and poured into water and exracted with EtOAc. The EtOAc layer was dried over MgSO4, concentrated and the product was purified by column chrmatography on silica gel (75% EtOAc/hex) to give a solid (0.21 g, 47%): 1H NMR (DMSO-d6) δ 13.07 (br s, 1 H), 9.29 (br s, 1 H), 8.02 (d, 2 H, J=8.1 Hz), 7.97 (d, 2 H, J=8.7 Hz), 7.46 (m, 2 H),... Starting materials: C(C)OC(C)(C)C1=NN(C(=C1)N)C1=CC=CC=C1 (3-(2-ethoxypropan-2-yl)-1-phenyl-1H-pyrazol-5-amine), ClC(=O)OC1=CC=CC=C1 (phenyl chloroformate), C(=O)([O-])[O-].[K+].[K+] (K2CO3). Run in C1CCOC1 (THF). The product is C(C)OC(C)(C)C1=NN(C(=C1)NC(OC1=CC=CC=C1)=O)C1=CC=CC=C1 (phenyl 3-(2-ethoxypropan-2-yl)-1-phenyl-1H-pyrazol-5-ylcarbamate). Isolated yield 92.9%. RXN SMILES: [CH2:1]([O:3][C:4]([C:7]1[CH:11]=[C:10]([NH2:12])[N:9]([C:13]2[CH:18]=[CH:17][CH:16]=[CH:15][CH:14]=2)[N:8]=1)([CH3:6])[CH3:5])[CH3:2].Cl[C:20]([O:22][C:23]1[CH:28]=[CH:27][CH:26]=[CH:25][CH:24]=1)=[O:21].C([O-])([O-])=O.[K+].[K+]>C1COCC1>[CH2:1]([O:3][C:4]([C:7]1[CH:11]=[C:10]([NH:12][C:20](=[O:21])[O:22][C:23]2[CH:28]=[CH:27][CH:26]=[CH:25][CH:24]=2)[N:9]([C:13]2[CH:18]=[CH:17][CH:16]=[CH:15][CH:14]=2)[N:8]=1)([CH3:6])[CH3:5])[CH3:2] |f:2.3.4|. Procedure: Using the procedure described in Example 161C, 3-(2-ethoxypropan-2-yl)-1-phenyl-1H-pyrazol-5-amine (0.429 g, 1.75 mmol) and phenyl chloroformate (0.329 g, 2.1 mmol) were reacted in the presence of K2CO3 (0.415 g, 3 mmol) in THF (15 mL), and purified by silica gel chromatography with 15-35% EtOAc/hexane as eluants to afford phenyl 3-(2-ethoxypropan-2-yl)-1-phenyl-1H-pyrazol-5-ylcarbamate as solid (0.594 g, 93%). 1H NMR (300 MHz, CDCl3) δ 7.53 (m, 5H), 7.41-7.48 (m, 4H), 7.14-7.38 (m, 2H), 6.6 (s,... Starting materials: ClC1=CC=NC2=CC(=C(C=C12)C#N)OCCCN1CCCC1 (4-chloro-6-cyano-7-(3-(pyrrolidin-1-yl)propoxy)quinoline), NC=1C=C2C=C(NC2=CC1)C (5-amino-2-methylindole). Yields the product Cl.C(#N)C=1C=C2C(=CC=NC2=CC1OCCCN1CCCC1)NC=1C=C2C=C(NC2=CC1)C (6-cyano-4-(2-methylindol-5-ylamino)-7-(3-(pyrrolidin-1-yl)propoxy)quinoline hydrochloride). The yield is 39.6%. RXN SMILES: [Cl:1][C:2]1[C:11]2[C:6](=[CH:7][C:8]([O:14][CH2:15][CH2:16][CH2:17][N:18]3[CH2:22][CH2:21][CH2:20][CH2:19]3)=[C:9]([C:12]#[N:13])[CH:10]=2)[N:5]=[CH:4][CH:3]=1.[NH2:23][C:24]1[CH:25]=[C:26]2[C:30](=[CH:31][CH:32]=1)[NH:29][C:28]([CH3:33])=[CH:27]2>>[ClH:1].[C:12]([C:9]1[CH:10]=[C:11]2[C:6](=[CH:7][C:8]=1[O:14][CH2:15][CH2:16][CH2:17][N:18]1[CH2:22][CH2:21][CH2:20][CH2:19]1)[N:5]=[CH:4][CH:3]=[C:2]2[NH:23][C:24]1[CH:25]=[C:26]2[C:30](=[CH:31][CH:32]=1)[NH:29][C:28]([CH3:33])=[CH:27]2)#[N:13] |f:2.3|. Procedure details: Using an analogous procedure to that described in Example 33, 4-chloro-6-cyano-7-(3-(pyrrolidin-1-yl)propoxy)quinoline (100 mg), (prepared as described for the starting material in Example 11), was reacted with 5-amino-2-methylindole (51 mg) to give 6-cyano-4-(2-methylindol-5-ylamino)-7-(3-(pyrrolidin-1-yl)propoxy)quinoline hydrochloride (58 mg, 37%).